From a dataset of the Open Reaction Database (ORD), a public repository of structured organic reaction records. describe an organic reaction: reactants, conditions, products, and yield Starting materials: O=C(O)c1ccc(-c2cc3cccnc3c(Br)n2)cc1, O=C([O-])[O-], O=C(C=Cc1ccccc1)C=Cc1ccccc1, O=C(C=Cc1ccccc1)C=Cc1ccccc1, [Na+], [Na+], CN(C)C=O, [Pd], Cc1ccccc1P(c1ccccc1C)c1ccccc1C, OB(O)c1cccc2nonc12. The product is O=C(O)c1ccc(-c2cc3cccnc3c(-c3cccc4nonc34)n2)cc1. As a reaction SMILES: [C:1](=[O:2])([OH:3])[c:4]1[cH:5][cH:6][c:7](-[c:10]2[cH:11][c:12]3[cH:13][cH:14][cH:15][n:16][c:17]3[c:18]([Br:20])[n:19]2)[cH:8][cH:9]1.[C:55](=[O:56])([O-:57])[O-:58].[CH:67](=[CH:68][C:69]([CH:70]=[CH:71][c:72]1[cH:73][cH:74][cH:75][cH:76][cH:77]1)=[O:78])[c:79]1[cH:80][cH:81][cH:82][cH:83][cH:84]1.[CH:85](=[CH:86][C:87]([CH:88]=[CH:89][c:90]1[cH:91][cH:92][cH:93][cH:94][cH:95]1)=[O:96])[c:97]1[cH:98][cH:99][cH:100][cH:101][cH:102]1.[Na+:59].[Na+:60].[O:61]=[CH:62][N:63]([CH3:64])[CH3:65].[Pd:66].[c:33]1([CH3:34])[cH:35][cH:36][cH:37][cH:38][c:39]1[P:40]([c:41]1[cH:42][cH:43][cH:44][cH:45][c:46]1[CH3:47])[c:48]1[cH:49][cH:50][cH:51][cH:52][c:53]1[CH3:54].[n:21]1[o:22][n:23][c:24]2[c:25]1[cH:26][cH:27][cH:28][c:29]2[B:30]([OH:31])[OH:32]>>[C:1](=[O:2])([OH:3])[c:4]1[cH:5][cH:6][c:7](-[c:10]2[cH:11][c:12]3[cH:13][cH:14][cH:15][n:16][c:17]3[c:18](-[c:29]3[c:24]4[n:23][o:22][n:21][c:25]4[cH:26][cH:27][cH:28]3)[n:19]2)[cH:8][cH:9]1. Run in ClCCl (dichloromethane). Procedure details: To a solution of tert-butyl (1R,3S,4S,6R)-3-{[(2S)-2-cyano-1-pyrrolidinyl]carbonyl}-6-hydroxy-2-azabicyclo[2.2.1]heptane-2-carboxylate obtained in Example 5-7 (353 mg) in dichloromethane (10 mL), were added sodium hydrogencarbonate (177 mg) and Dess-Martin periodinane (692 mg). The mixture was stirred at room temperature for 4 hrs. The reactants are C(#N)[C@H]1N(CCC1)C(=O)[C@H]1N([C@H]2[C@@H](C[C@@H]1C2)O)C(=O)OC(C)(C)C (tert-Butyl (1R,3S,4S,6R)-3-{[(2S)-2-cyano-1-pyrrolidinyl]carbonyl}-6-hydroxy-2-azabicyclo[2.2.1]heptane-2-carboxylate), C(O)([O-])=O.[Na+] (sodium hydrogencarbonate), CC(=O)OI1(C=2C=CC=CC2C(=O)O1)(OC(=O)C)OC(=O)C (Dess-Martin periodinane). Conditions: time 4 hour. RXN SMILES: [C:1]([C@@H:3]1[CH2:7][CH2:6][CH2:5][N:4]1[C:8]([C@@H:10]1[C@H:15]2[CH2:16][C@H:12]([C@H:13]([OH:17])[CH2:14]2)[N:11]1[C:18]([O:20][C:21]([CH3:24])([CH3:23])[CH3:22])=[O:19])=[O:9])#[N:2].C(=O)([O-])O.[Na+].CC(OI1(OC(C)=O)(OC(C)=O)OC(=O)C2C=CC=CC1=2)=O>ClCCl>[C:1]([C@@H:3]1[CH2:7][CH2:6][CH2:5][N:4]1[C:8]([C@@H:10]1[C@H:15]2[CH2:16][C@H:12]([C:13](=[O:17])[CH2:14]2)[N:11]1[C:18]([O:20][C:21]([CH3:24])([CH3:23])[CH3:22])=[O:19])=[O:9])#[N:2] |f:1.2|. The product is C(#N)[C@H]1N(CCC1)C(=O)[C@H]1N([C@H]2C(C[C@@H]1C2)=O)C(=O)OC(C)(C)C (tert-Butyl (1R,3S,4S)-3-{[(2S)-2-cyano-1-pyrrolidinyl]carbonyl}-6-oxo-2-azabicyclo[2.2.1]heptane-2-carboxylate). Reactants: C, CCCCCc1ccc(CCCn2c(C)ccc2-c2ccc(OCc3ccccc3)cc2)cc1, CCO, [Pd]. Product: CCCCCc1ccc(CCCn2c(C)ccc2-c2ccc(O)cc2)cc1. As a reaction SMILES: [C:38].[CH2:1]([c:2]1[cH:3][cH:4][cH:5][cH:6][cH:7]1)[O:8][c:9]1[cH:10][cH:11][c:12](-[c:15]2[n:16]([CH2:21][CH2:22][CH2:23][c:24]3[cH:25][cH:26][c:27]([CH2:30][CH2:31][CH2:32][CH2:33][CH3:34])[cH:28][cH:29]3)[c:17]([CH3:20])[cH:18][cH:19]2)[cH:13][cH:14]1.[CH3:35][CH2:36][OH:37].[Pd:39]>>[OH:8][c:9]1[cH:10][cH:11][c:12](-[c:15]2[n:16]([CH2:21][CH2:22][CH2:23][c:24]3[cH:25][cH:26][c:27]([CH2:30][CH2:31][CH2:32][CH2:33][CH3:34])[cH:28][cH:29]3)[c:17]([CH3:20])[cH:18][cH:19]2)[cH:13][cH:14]1. Starting materials: O1C2CN(CC21)C(=O)OCC(Cl)(Cl)Cl (3,4-epoxy-1-(β,β,β-trichloroethoxycarbonyl)-pyrrolidine), Cl (hydrochloric acid). Solvent: O1CCOCC1 (dioxane), O (water). Conditions: time 15 hour. Product: OC1CN(CC1Cl)C(=O)OCC(Cl)(Cl)Cl (3-hydroxy-4-chloro-1-(β,β,β-trichloroethoxycarbonyl)-pyrrolidine). Reaction SMILES: [O:1]1[CH:6]2[CH:2]1[CH2:3][N:4]([C:7]([O:9][CH2:10][C:11]([Cl:14])([Cl:13])[Cl:12])=[O:8])[CH2:5]2.[ClH:15]>O1CCOCC1.O>[OH:1][CH:2]1[CH:6]([Cl:15])[CH2:5][N:4]([C:7]([O:9][CH2:10][C:11]([Cl:14])([Cl:13])[Cl:12])=[O:8])[CH2:3]1. Reported procedure: 4.0 g of 3,4-epoxy-1-(β,β,β-trichloroethoxycarbonyl)-pyrrolidine are dissolved in 15 ml of dioxane, and the solution is treated with 50 ml of 6 N hydrochloric acid. The slightly exothermic reaction is kept at room temperature by means of a water bath, and the reaction mixture is stirred for 15 hours, then diluted with water and extracted 3 times with 100 ml of methylene chloride. The organic phase is washed with 0.1 N sodium hydroxide solution and then with aqueous sodium chloride solution, drie... Reactants: Cl.C1(CCC1)C(C(=O)OC1CCNCC1)(C1=CC=CC=C1)O ((piperidin-4-yl) 2-cyclobutyl-2-hydroxy-2-phenylacetate hydrochloride), C([O-])([O-])=O.[K+].[K+] (potassium carbonate), BrCCC=C(C)C (5-bromo-2-methyl-2-pentene), [I-].[K+] (potassium iodide). The solvent is CN(C=O)C (N,N-dimethylformamide), O (water). Run at temperature 70 celsius, time 3 hour. The product is C1(CCC1)C(C(=O)OC1CCN(CC1)CCC=C(C)C)(C1=CC=CC=C1)O ([1-(4-methyl-3-pentenyl)piperidin-4-yl] 2-cyclobutyl-2-hydroxy-2-phenylacetate). Isolated yield 61.4%. Reaction SMILES: Cl.[CH:2]1([C:6]([OH:22])([C:16]2[CH:21]=[CH:20][CH:19]=[CH:18][CH:17]=2)[C:7]([O:9][CH:10]2[CH2:15][CH2:14][NH:13][CH2:12][CH2:11]2)=[O:8])[CH2:5][CH2:4][CH2:3]1.Br[CH2:24][CH2:25][CH:26]=[C:27]([CH3:29])[CH3:28].[I-].[K+].C(=O)([O-])[O-].[K+].[K+]>CN(C)C=O.O>[CH:2]1([C:6]([OH:22])([C:16]2[CH:17]=[CH:18][CH:19]=[CH:20][CH:21]=2)[C:7]([O:9][CH:10]2[CH2:11][CH2:12][N:13]([CH2:24][CH2:25][CH:26]=[C:27]([CH3:29])[CH3:28])[CH2:14][CH2:15]2)=[O:8])[CH2:5][CH2:4][CH2:3]1 |f:0.1,3.4,5.6.7|. Reported procedure: 50 mg of (piperidin-4-yl) 2-cyclobutyl-2-hydroxy-2-phenylacetate hydrochloride, 25 mg of 5-bromo-2-methyl-2-pentene, 25 mg of potassium iodide and 47 mg of anhydrous potassium carbonate were suspended in 5 ml of anhydrous N,N-dimethylformamide, and this suspension was stirred at 70° C. for 3 hours. The reaction mixture was cooled to room temperature, mixed with water, and then extracted with diethyl ether. The organic layer was washed with a saturated aqueous solution of sodium chloride and then...